The task is: describe an organic reaction: reactants, conditions, products, and yield. This data is from the Open Reaction Database (ORD), a public repository of structured organic reaction records. Product: ClC=1NC2=CC=CC=C2C1C#N (2-chloro-1H-indole-3-carbonitrile). Procedure: A mixture of 2-chloroindole-3-carboxaldehyde (7.0 g, 36 mmol) was reacted with a slight excess of hydroxylamine hydrochloride and pyridine in refluxing EtOH for 1 hour, to give the crude oxime (Latrell R, Bartmann W, Musif J, Granzer E, German Patent 2,707,268, 31 Aug 1978, Chem. Abstr. 1978;89:179858y). A solution of this in Ac2O (100 mL) was heated under reflux for 1 hour, cooled, and stirred with water (700 mL). The precipitated solid was collected, washed with water, and crystallized from aq... Solvent: CC(=O)OC(=O)C (Ac2O), O (water). The yield is 58.0%. As a reaction SMILES: [Cl:1][C:2]1[NH:3][C:4]2[C:9]([C:10]=1[CH:11]=O)=[CH:8][CH:7]=[CH:6][CH:5]=2.Cl.NO.[N:16]1C=CC=CC=1.CCO>CC(OC(C)=O)=O.O>[Cl:1][C:2]1[NH:3][C:4]2[C:9]([C:10]=1[C:11]#[N:16])=[CH:8][CH:7]=[CH:6][CH:5]=2 |f:1.2|. Starting materials: ClC=1NC2=CC=CC=C2C1C=O (2-chloroindole-3-carboxaldehyde), CCO (EtOH), Cl.NO (hydroxylamine hydrochloride), N1=CC=CC=C1 (pyridine). The reactants are ClC1=C(C=O)C(=CC=C1)Cl (2,6-Dichlorobenzaldehyde), ClC1=C(CC(CCC(=O)O)(C(C)=O)C2=CC=CC=C2)C=CC=C1 (4-(o-chlorobenzyl)-4-phenyl-5-oxohexanoic acid), [OH-].[Na+] (sodium hydroxide). Solvent: C(C)O (ethanol), O (water), O (water). The product is ClC1=C(CC(CCC(=O)O)(C(C=CC2=C(C=CC=C2Cl)Cl)=O)C2=CC=CC=C2)C=CC=C1 (4-(o-chlorobenzyl)-4-phenyl-5-oxo-7-(2,6-dichlorophenyl)-6-heptenoic Acid). Reaction SMILES: [Cl:1][C:2]1[CH:9]=[CH:8][CH:7]=[C:6]([Cl:10])[C:3]=1[CH:4]=O.[Cl:11][C:12]1[CH:33]=[CH:32][CH:31]=[CH:30][C:13]=1[CH2:14][C:15]([C:24]1[CH:29]=[CH:28][CH:27]=[CH:26][CH:25]=1)([C:21](=[O:23])[CH3:22])[CH2:16][CH2:17][C:18]([OH:20])=[O:19].[OH-].[Na+]>C(O)C.O>[Cl:11][C:12]1[CH:33]=[CH:32][CH:31]=[CH:30][C:13]=1[CH2:14][C:15]([C:24]1[CH:29]=[CH:28][CH:27]=[CH:26][CH:25]=1)([C:21](=[O:23])[CH:22]=[CH:4][C:3]1[C:2]([Cl:1])=[CH:9][CH:8]=[CH:7][C:6]=1[Cl:10])[CH2:16][CH2:17][C:18]([OH:20])=[O:19] |f:2.3|. Reported procedure: 2,6-Dichlorobenzaldehyde (4.38 g., 0.025 mole) in ethanol (10 ml.) is added to a solution of levo-4-(o-chlorobenzyl)-4-phenyl-5-oxohexanoic acid (4.89 g., 0.015 mole) and sodium hydroxide (0.8 g., 0.02 mole) in water (50 ml.). The resulting mixture is heated on a steam bath for 24 hours. The reaction solution is cooled to room temperature, diluted with water (200 ml.) and extracted with ether to remove the excess 2,6-dichlorobenzaldehyde. Ether is expelled from the aqueous phase by warming. The ...